Dataset: the Open Reaction Database (ORD), a public repository of structured organic reaction records. Task: describe an organic reaction: reactants, conditions, products, and yield The reactants are FC(C(=O)[O-])(C1=NC=C(C=C1)F)F.[Na+] (sodium 2,2-difluoro-2-(5-fluoropyridin-2-yl)acetate), NC1=C(C(=O)N)C=CC(=C1)OC (2-amino-4-methoxybenzamide), C[Si](C)(C)OP(=O)=O (trimethylsilyl polyphosphate). Reaction conditions: temperature 115 celsius. The product is FC(C1=NC2=CC(=CC=C2C(N1)=O)OC)(C1=NC=C(C=C1)F)F (2-(difluoro(5-fluoropyridin-2-yl)methyl)-7-methoxyquinazolin-4(3H)-one). The yield is 16.8%. Reaction SMILES: [F:1][C:2]([F:13])([C:6]1[CH:11]=[CH:10][C:9]([F:12])=[CH:8][N:7]=1)[C:3]([O-])=O.[Na+].[NH2:15][C:16]1[CH:24]=[C:23]([O:25][CH3:26])[CH:22]=[CH:21][C:17]=1[C:18]([NH2:20])=[O:19].C[Si](OP(=O)=O)(C)C>>[F:1][C:2]([F:13])([C:6]1[CH:11]=[CH:10][C:9]([F:12])=[CH:8][N:7]=1)[C:3]1[NH:20][C:18](=[O:19])[C:17]2[C:16](=[CH:24][C:23]([O:25][CH3:26])=[CH:22][CH:21]=2)[N:15]=1 |f:0.1|. Procedure: Sodium 2,2-difluoro-2-(5-fluoropyridin-2-yl)acetate from Example 2 Step B (2.3 g, 10.8 mmol) and 2-amino-4-methoxybenzamide (1.5 g, 9.0 mmol) were combined with trimethylsilyl polyphosphate (15 mL) and the mixture was heated at 115° C. for 18 h with vigorous stirring. To mixture was allowed to cool to rt, and then was partitioned between were water (15 mL) and EtOAc (15 mL). The organic layer was separated and the aqueous layer (pH˜1) was extracted with EtOAc (3×30 mL). The combined organic laye... The reactants are COC1=C(C=CC(=C1)OC)C=1C(OC2=C(C(=CC=C2C1C)OC(C)=O)O)=O (acetic acid 3-(2,4-dimethoxyphenyl)-8-hydroxy-4-methyl-2-oxo-2H-chromen-7-yl ester), COC1=C(C=CC(=C1)OC)C1C(OC2=CC(C=CC2=C1C)(O)OC(C)=O)=O (acetic acid 3-(2,4-dimethoxyphenyl)-7-hydroxy-4-methyl-2-oxo-2H-chromen-7-yl ester). The product is OC1=C(C=CC=C1O)C=1C(OC2=CC(=CC=C2C1C)O)=O (3-(2,3-Dihydroxyphenyl)-7-hydroxy-4-methyl-chromen-2-one). RXN SMILES: C[O:2][C:3]1[CH:8]=[C:7](OC)[CH:6]=[CH:5][C:4]=1[C:11]1[C:12](=[O:27])[O:13][C:14]2[C:19]([C:20]=1[CH3:21])=[CH:18][CH:17]=[C:16]([O:22]C(=O)C)[C:15]=2O.C[O:29]C1C=C(OC)C=CC=1C1C(C)=C2C(=CC(OC(=O)C)(O)C=C2)OC1=O>>[OH:2][C:3]1[C:8]([OH:29])=[CH:7][CH:6]=[CH:5][C:4]=1[C:11]1[C:12](=[O:27])[O:13][C:14]2[C:19]([C:20]=1[CH3:21])=[CH:18][CH:17]=[C:16]([OH:22])[CH:15]=2. Reported procedure: The title compound was prepared according to the procedure described in Example 5 with substitution of acetic acid 3-(2,4-dimethoxyphenyl)-8-hydroxy-4-methyl-2-oxo-2H-chromen-7-yl ester, prepared in Example 2, for acetic acid 3-(2,4-dimethoxyphenyl)-7-hydroxy-4-methyl-2-oxo-2H-chromen-7-yl ester. Reactants: resultant solution, C([O-])([O-])=O.[Na+].[Na+] (sodium carbonate), resultant suspension, NC1=NC=C(C=C1Br)Br (2-amino-3,5-dibromo pyridine), C1(=CC=CC=C1)B(O)O (phenylboronic acid), COCCOC (1,2-dimethoxyethane). The reagents and catalysts are [Pd].C1(=CC=CC=C1)P(C1=CC=CC=C1)C1=CC=CC=C1.C1(=CC=CC=C1)P(C1=CC=CC=C1)C1=CC=CC=C1.C1(=CC=CC=C1)P(C1=CC=CC=C1)C1=CC=CC=C1.C1(=CC=CC=C1)P(C1=CC=CC=C1)C1=CC=CC=C1 (tetrakis (triphenylphosphine) palladium). Run in C(C)(=O)OCC (ethyl acetate). The product is C1(=CC=CC=C1)C=1C(=NC=C(C1)C1=CC=CC=C1)N (3,5-diphenyl-2-amino-pyridine). RXN SMILES: [NH2:1][C:2]1[C:7](Br)=[CH:6][C:5](Br)=[CH:4][N:3]=1.[C:10]1(B(O)O)[CH:15]=[CH:14][CH:13]=[CH:12][CH:11]=1.CO[CH2:21][CH2:22]OC.C(=O)([O-])[O-].[Na+].[Na+]>[Pd].C1(P(C2C=CC=CC=2)C2C=CC=CC=2)C=CC=CC=1.C1(P(C2C=CC=CC=2)C2C=CC=CC=2)C=CC=CC=1.C1(P(C2C=CC=CC=2)C2C=CC=CC=2)C=CC=CC=1.C1(P(C2C=CC=CC=2)C2C=CC=CC=2)C=CC=CC=1.C(OCC)(=O)C>[C:10]1([C:7]2[C:2]([NH2:1])=[N:3][CH:4]=[C:5]([C:22]3[CH:21]=[CH:7][CH:6]=[CH:5][CH:4]=3)[CH:6]=2)[CH:15]=[CH:14][CH:13]=[CH:12][CH:11]=1 |f:3.4.5,6.7.8.9.10|. Procedure: Dissolving 5.0 g (20 mmol) of 2-amino-3,5-dibromo pyridine, 5.0 g (41 mmol) of phenylboronic acid and 0.92 g of tetrakis (triphenylphosphine) palladium into 130 milliliter of 1,2-dimethoxyethane, adding 62 milliliter of 2.0M sodium carbonate aqueous solution, the resultant suspension was refluxed under heating for 6 hours. After completion of the reaction, the resultant solution was further dissolved into ethyl acetate, filtering the solution, washing with water, dried with the use of sodium sul... Starting materials: [OH-].[Na+] (sodium hydroxide), CC1=CC=C(C=C1)S (4-methylthiophenol), [OH-].[K+] (potassium hydroxide), FC(=C(Cl)F)F (trifluorochloroethylene). Run in O (water), CC(=O)C (acetone). Yields the product FC(C(Cl)F)(SC1=CC=C(C=C1)C)F (4-(1,1,2-trifluoro-2-chloroethylthio)toluene). RXN SMILES: [CH3:1][C:2]1[CH:7]=[CH:6][C:5]([SH:8])=[CH:4][CH:3]=1.[OH-].[K+].[F:11][C:12]([F:16])=[C:13]([F:15])[Cl:14].[OH-].[Na+]>O.CC(C)=O>[F:11][C:12]([F:16])([S:8][C:5]1[CH:6]=[CH:7][C:2]([CH3:1])=[CH:3][CH:4]=1)[CH:13]([F:15])[Cl:14] |f:1.2,4.5|. Reported procedure: A hot solution (60° C.) of 248 g (2 moles) of 4-methylthiophenol, 44.8 g of 85% potassium hydroxide, and 280 ml of acetone were placed in an autoclave. An amount of 256 g (2.2 moles) of trifluorochloroethylene was introduced in 1 h under pressure with agitation at 50°-55° C. After 1 h the reaction mixture was poured out in a solution of 1200 ml of water and 80 g (2 moles) of sodium hydroxide. The final product was extracted with ether, the ether solution was dried, and the solvent was evaporated... Product: Cc1c(C(Nc2ccc(C(=O)O)cc2)C2CCCCC2)oc2ccc(Br)nc12. The reactants are COC(=O)c1ccc(NC(c2oc3ccc(Br)nc3c2C)C2CCCCC2)cc1, CCO, [Li+], C1CCOC1, [OH-]. Reaction SMILES: [Br:1][c:2]1[cH:3][cH:4][c:5]2[c:6]([n:7]1)[c:8]([CH3:29])[c:9]([CH:11]([CH:12]1[CH2:13][CH2:14][CH2:15][CH2:16][CH2:17]1)[NH:18][c:19]1[cH:20][cH:21][c:22]([C:23](=[O:24])[O:25][CH3:26])[cH:27][cH:28]1)[o:10]2.[CH3:32][CH2:33][OH:34].[Li+:30].[O:35]1[CH2:36][CH2:37][CH2:38][CH2:39]1.[OH-:31]>>[Br:1][c:2]1[cH:3][cH:4][c:5]2[c:6]([n:7]1)[c:8]([CH3:29])[c:9]([CH:11]([CH:12]1[CH2:13][CH2:14][CH2:15][CH2:16][CH2:17]1)[NH:18][c:19]1[cH:20][cH:21][c:22]([C:23](=[O:24])[OH:25])[cH:27][cH:28]1)[o:10]2. Procedure: A solution of 2-hydroxy-4-(trifluoromethyl)benzoic acid (10.0 g, 48.5 mmol) and THF (100 mL) was cooled to <5° C. and methyllithium (95 mL, 1.6M solution in diethyl ether, 152 mmol) was slowly added, keeping the internal temperature <20° C. The resulting solution was warmed to ambient temperature and stirred for 1 hour. The solution was then cooled to 10° C. and treated carefully with EtOAc (100 mL) and 2N HCl (100 mL). The reaction mixture was further diluted with EtOAc (100 mL) then washed wit... Solvent: CCOC(=O)C (EtOAc), CCOC(=O)C (EtOAc). Starting materials: OC1=C(C(=O)O)C=CC(=C1)C(F)(F)F (2-hydroxy-4-(trifluoromethyl)benzoic acid), C1CCOC1 (THF), Cl (HCl), C[Li] (methyllithium). The product is OC1=C(C=CC(=C1)C(F)(F)F)C(C)=O (1-(2-hydroxy-4-(trifluoromethyl)phenyl)ethanone). Reaction SMILES: [OH:1][C:2]1[CH:10]=[C:9]([C:11]([F:14])([F:13])[F:12])[CH:8]=[CH:7][C:3]=1[C:4]([OH:6])=O.[CH2:15]1COCC1.C[Li].Cl>CCOC(C)=O>[OH:1][C:2]1[CH:10]=[C:9]([C:11]([F:14])([F:13])[F:12])[CH:8]=[CH:7][C:3]=1[C:4](=[O:6])[CH3:15]. Run at time 1 hour. Starting materials: C(C)(C)C=1C(=C(C(=C(C1)C(C)C)C=C)C1=CC=C(C=C1)F)CO (3,5-Diisopropyl-2-hydroxymethyl-6-ethenyl-4′-fluoro-1,1′-biphenyl). The reagents and catalysts are [Pd] (palladium on carbon). The solvent is C(C)O (ethanol). Reaction conditions: time 2 hour. Product: C(C)(C)C=1C(=C(C(=C(C1)C(C)C)CC)C1=CC=C(C=C1)F)CO (3,5-Diisopropyl-2-hydroxymethyl-6-ethyl-4′-fluoro-1,1′-biphenyl). Yield: 101.2%. As a reaction SMILES: [CH:1]([C:4]1[C:5]([CH2:22][OH:23])=[C:6]([C:15]2[CH:20]=[CH:19][C:18]([F:21])=[CH:17][CH:16]=2)[C:7]([CH:13]=[CH2:14])=[C:8]([CH:10]([CH3:12])[CH3:11])[CH:9]=1)([CH3:3])[CH3:2]>C(O)C.[Pd]>[CH:1]([C:4]1[C:5]([CH2:22][OH:23])=[C:6]([C:15]2[CH:16]=[CH:17][C:18]([F:21])=[CH:19][CH:20]=2)[C:7]([CH2:13][CH3:14])=[C:8]([CH:10]([CH3:12])[CH3:11])[CH:9]=1)([CH3:2])[CH3:3]. Procedure: The intermediate obtained in Step G (7.7 g, 24.7 mmol) was dissolved in absolute ethanol (200 mL) under argon, treated with 10% palladium on carbon (610 mg, 0.1 eq), then stirred under a hydrogen atmosphere for 2 hr. After purging the system with argon, the catalyst was removed by filtration through a pad of Celite. The solvent was removed and the product dried in vacuo to afford the title compound as a white solid (7.7 g, 25 mmol, 99%). 1H NMR (300 MHz, CDCl3): δ 7.32 (s, 1H), 7.15 (m, 4H), 4.3... Reaction SMILES: [CH3:15][OH:16].[H:13][H:14].[N+:1]([O-:2])(=[O:3])[c:4]1[cH:5][n:6][cH:7][cH:8][c:9]1[CH2:10][CH2:11][OH:12]>>[NH2:1][c:4]1[cH:5][n:6][cH:7][cH:8][c:9]1[CH2:10][CH2:11][OH:12]. The product is Nc1cnccc1CCO. Starting materials: CO, [H][H], O=[N+]([O-])c1cnccc1CCO. Starting materials: Brc1ccc2cc[nH]c2c1, [Li]C(C)(C)C, CSSC, [Cl-], [KH], [NH4+], C1CCOC1. Yields the product CSc1ccc2cc[nH]c2c1. As a reaction SMILES: [Br:2][c:3]1[cH:4][cH:5][c:6]2[cH:7][cH:8][nH:9][c:10]2[cH:11]1.[C:12]([Li:13])([CH3:14])([CH3:15])[CH3:16].[CH3:17][S:18][S:19][CH3:20].[Cl-:26].[KH:1].[NH4+:27].[O:21]1[CH2:22][CH2:23][CH2:24][CH2:25]1>>[c:3]1([S:18][CH3:17])[cH:4][cH:5][c:6]2[cH:7][cH:8][nH:9][c:10]2[cH:11]1. Reactants: ClC(Cl)Cl, O=C(Cl)CCl, Cc1cc(N)no1, c1ccncc1. The product is Cc1cc(NC(=O)CCl)no1. As a reaction SMILES: [CH:19]([Cl:20])([Cl:21])[Cl:22].[Cl:14][CH2:15][C:16](=[O:17])[Cl:18].[NH2:1][c:2]1[n:3][o:4][c:5]([CH3:7])[cH:6]1.[cH:8]1[cH:9][cH:10][n:11][cH:12][cH:13]1>>[NH:1]([c:2]1[n:3][o:4][c:5]([CH3:7])[cH:6]1)[C:16]([CH2:15][Cl:14])=[O:17].